This data is from the Open Reaction Database (ORD), a public repository of structured organic reaction records. The task is: describe an organic reaction: reactants, conditions, products, and yield Starting materials: COC=1C=C(OCCN2CCCCC2)C=CC1[N+](=O)[O-] (1-[2-(3-methoxy-4-nitro-phenoxy)-ethyl]-piperidine), [H][H] (hydrogen). Reagents/catalysts: [Pd] (Pd—C). Solvent: C(C)(=O)OCC (ethyl acetate). Yields the product COC1=C(C=CC(=C1)OCCN1CCCCC1)N (2-Methoxy-4-(2-piperidin-1-yl-ethoxy)-phenylamine). Yield: 81.4%. As a reaction SMILES: [CH3:1][O:2][C:3]1[CH:4]=[C:5]([CH:15]=[CH:16][C:17]=1[N+:18]([O-])=O)[O:6][CH2:7][CH2:8][N:9]1[CH2:14][CH2:13][CH2:12][CH2:11][CH2:10]1.[H][H]>C(OCC)(=O)C.[Pd]>[CH3:1][O:2][C:3]1[CH:4]=[C:5]([O:6][CH2:7][CH2:8][N:9]2[CH2:10][CH2:11][CH2:12][CH2:13][CH2:14]2)[CH:15]=[CH:16][C:17]=1[NH2:18]. Reported procedure: A mixture of 1-[2-(3-methoxy-4-nitro-phenoxy)-ethyl]-piperidine (1.5 g, 5.4 mmol) and 5% Pd—C (0.5 g) in ethyl acetate (70 mL) was shaken under 50 psi of hydrogen for 18 hours. The mixture was filtered through Celite and evaporated, providing 1.1 g of the product, in 81% yield: 1H NMR (DMSO-d6) δ 1.45-1.53 (m, 6H), 2.35-2.41 (m, 4H), 2.59 (t, J=6.0 Hz, 2H), 3.74 (s, 3H), 3.93 (t, J=6.0 Hz, 2H), 6.28 (dd, J=8.3 Hz, J=2.6 Hz, 1H), 6.45 (d, J=2.6 Hz, 1H), 6.63 (d, J=8.3 Hz, 1H). The reactants are CN(C(CN1C(C(=C(C2=NC=C(C=C12)CC1=CC=C(C=C1)F)O)C(=O)OCC)=O)=O)C (ethyl 1-[2-(dimethylamino)-2-oxoethyl]-7-[(4-fluorophenyl)methyl]-4-hydroxy-2-oxo-1,2-dihydro-1,5-naphthyridine-3-carboxylate), NCCCO (3-amino-1-propanol), [OH-].[Na+] (NaOH). Product: CN(C(CN1C(C(=C(C2=NC=C(C=C12)CC1=CC=C(C=C1)F)[O-])C(=O)NCCCO)=O)=O)C.[Na+] (Sodium 1-[2-(dimethylamino)-2-oxoethyl]-7-[(4-fluorophenyl)methyl]-3-{[(3-hydroxypropyl)amino]carbonyl}-2-oxo-1,2-dihydro-1,5-naphthyridine-4-olate). RXN SMILES: [CH3:1][N:2]([CH3:31])[C:3](=[O:30])[CH2:4][N:5]1[C:14]2[C:9](=[N:10][CH:11]=[C:12]([CH2:15][C:16]3[CH:21]=[CH:20][C:19]([F:22])=[CH:18][CH:17]=3)[CH:13]=2)[C:8]([OH:23])=[C:7]([C:24](OCC)=[O:25])[C:6]1=[O:29].[NH2:32][CH2:33][CH2:34][CH2:35][OH:36].[OH-].[Na+:38]>>[CH3:1][N:2]([CH3:31])[C:3](=[O:30])[CH2:4][N:5]1[C:14]2[C:9](=[N:10][CH:11]=[C:12]([CH2:15][C:16]3[CH:21]=[CH:20][C:19]([F:22])=[CH:18][CH:17]=3)[CH:13]=2)[C:8]([O-:23])=[C:7]([C:24]([NH:32][CH2:33][CH2:34][CH2:35][OH:36])=[O:25])[C:6]1=[O:29].[Na+:38] |f:2.3,4.5|. Reported procedure: This compound was prepared from ethyl 1-[2-(dimethylamino)-2-oxoethyl]-7-[(4-fluorophenyl)methyl]-4-hydroxy-2-oxo-1,2-dihydro-1,5-naphthyridine-3-carboxylate and 3-amino-1-propanol employing methods similar to those described in Example 245. The resulting material was triturated with water, covered with EtOH and treated with 1 equivalent of 1N NaOH solution. Concentration in vacuo afforded the product as a white solid: 1H NMR (d6-DMSO) δ 10.53 (1H, br), 8.14 (1H, s), 7.25 (3H, m), 7.10 (2H, t, J... Starting materials: [Na] (sodium), [OH-].[Na+] (sodium hydroxide), C(C1=CC=CC=C1)OC(=O)N1C[C@@]2(C=CC[C@@H]2C1)NC(=O)OC(C)(C)C ([(1S,5R)-1-tert-Butoxycarbonylamino-3-azabicyclo[3.3.0]oct-7-en-3-yl]carboxylic acid benzyl ester), N (ammonia). The reagents and catalysts are [Cl-].[NH4+] (ammonium chloride). Run in O1CCCC1 (tetrahydrofuran). Reaction conditions: time 1 hour. Product: C(C)(C)(C)OC(=O)N[C@@]12CNC[C@H]2CC=C1 ((1S,5R)-1-tert-Butoxycarbonylamino-3-azabicyclo[3.3.0]oct-7-ene). Isolated yield 98.3%. RXN SMILES: C(OC([N:11]1[CH2:18][C@@H:17]2[C@@:13]([NH:19][C:20]([O:22][C:23]([CH3:26])([CH3:25])[CH3:24])=[O:21])([CH:14]=[CH:15][CH2:16]2)[CH2:12]1)=O)C1C=CC=CC=1.[Na].N.[OH-].[Na+]>O1CCCC1.[Cl-].[NH4+]>[C:23]([O:22][C:20]([NH:19][C@@:13]12[CH:14]=[CH:15][CH2:16][C@@H:17]1[CH2:18][NH:11][CH2:12]2)=[O:21])([CH3:26])([CH3:24])[CH3:25] |f:3.4,6.7,^1:26|. Procedure: [(1S,5R)-1-tert-Butoxycarbonylamino-3-azabicyclo[3.3.0]oct-7-en-3-yl]carboxylic acid benzyl ester (85.0 mg, 0.24 mmol) was dissolved in tetrahydrofuran (20 mL). After bubbling with liquid ammonia (20 mL) at −78° C., sodium (17.1 mg, 0.71 mmol) was added, and the mixture was stirred for one hour. A saturated ammonium chloride solution (6 drops) were added, and then ammonia was vaporized in an ice water bath. A 1N sodium hydroxide solution was added, followed by extraction with chloroform twice. T... Starting materials: CCCCO, COC(=O)CCCCn1c(-n2ccnc2)c(C)c2ccccc21, N. Yields the product Cc1c(-n2ccnc2)n(CCCCC(N)=O)c2ccccc12. As a reaction SMILES: [CH2:25]([OH:26])[CH2:27][CH2:28][CH3:29].[CH3:1][O:2][C:3](=[O:4])[CH2:5][CH2:6][CH2:7][CH2:8][n:9]1[c:10](-[n:19]2[cH:20][n:21][cH:22][cH:23]2)[c:11]([CH3:18])[c:12]2[cH:13][cH:14][cH:15][cH:16][c:17]12.[NH3:24]>>[O:2]=[C:3]([CH2:5][CH2:6][CH2:7][CH2:8][n:9]1[c:10](-[n:19]2[cH:20][n:21][cH:22][cH:23]2)[c:11]([CH3:18])[c:12]2[cH:13][cH:14][cH:15][cH:16][c:17]12)[NH2:24]. Starting materials: C(C)OC(=O)C1(CC2CCC(C1)O2)N=C(C2=CC=CC=C2)C2=CC=CC=C2 (3-(benzhydrylideneamino)-8-oxabicyclo[3.2.1]octane-3-carboxylic acid ethyl ester), Cl (hydrochloric acid). The solvent is C(C)OCC (diethyl ether). Run at time 8 hour. Product: Cl.C(C)OC(=O)C1(CC2CCC(C1)O2)N (3-Amino-8-oxabicyclo[3.2.1]octane-3-carboxylic Acid Ethyl Ester Hydrochloride). RXN SMILES: [CH2:1]([O:3][C:4]([C:6]1([N:14]=C(C2C=CC=CC=2)C2C=CC=CC=2)[CH2:12][CH:11]2[O:13][CH:8]([CH2:9][CH2:10]2)[CH2:7]1)=[O:5])[CH3:2].[ClH:28]>C(OCC)C>[ClH:28].[CH2:1]([O:3][C:4]([C:6]1([NH2:14])[CH2:12][CH:11]2[O:13][CH:8]([CH2:9][CH2:10]2)[CH2:7]1)=[O:5])[CH3:2] |f:3.4|. Reported procedure: A two-phase mixture of 3-(benzhydrylideneamino)-8-oxabicyclo[3.2.1]octane-3-carboxylic acid ethyl ester (1.4 grams, 3.9 mmol) in aqueous 1N hydrochloric acid solution (100 mL) and diethyl ether (100 mL) was stirred at room temperature overnight. The aqueous layer was concentrated to provide the title compound (0.70 grams, 78%, a 3:1 mixture of exo/endo diastereomers) as a pale yellow solid. Starting materials: O=C([O-])O, COC(=O)C(NC(=O)C(CCCC1CCCCC1)CC(=O)OC(C)(C)C)C(C)O, ClCCl, [Na+], [Na+], [Na+], O=S([O-])([O-])=S. The product is COC(=O)C(NC(=O)C(CCCC1CCCCC1)CC(=O)OC(C)(C)C)C(C)=O. Reaction SMILES: [C:37](=[O:38])([O-:39])[OH:40].[CH:1]1([CH2:7][CH2:8][CH2:9][CH:10]([CH2:11][C:12](=[O:13])[O:14][C:15]([CH3:16])([CH3:17])[CH3:18])[C:19](=[O:20])[NH:21][CH:22]([CH:23]([CH3:24])[OH:25])[C:26](=[O:27])[O:28][CH3:29])[CH2:2][CH2:3][CH2:4][CH2:5][CH2:6]1.[Cl:42][CH2:43][Cl:44].[Na+:35].[Na+:36].[Na+:41].[S:30]([O-:31])([O-:32])(=[O:33])=[S:34]>>[CH:1]1([CH2:7][CH2:8][CH2:9][CH:10]([CH2:11][C:12](=[O:13])[O:14][C:15]([CH3:16])([CH3:17])[CH3:18])[C:19](=[O:20])[NH:21][CH:22]([C:23]([CH3:24])=[O:25])[C:26](=[O:27])[O:28][CH3:29])[CH2:2][CH2:3][CH2:4][CH2:5][CH2:6]1. The reactants are O1C2(COC1)CC1OC1CC2 (Spiro[7-oxabicyclo[4.1.0]heptane-3,2'-[1,4]dioxolane]), CNCC1=CC=CC=C1 (methyl(phenylmethyl)amine), O (water). Product: O1CCOC12CCC(CC2)O (1,4-dioxaspiro[4.5]decan-8-ol), methyl(phenylmethyl)amino. Isolated yield 92.0%. RXN SMILES: [O:1]1C[O:4][CH2:3][C:2]21CCC1C(O1)C2.CNC[C:15]1[CH:20]=[CH:19][CH:18]=[CH:17][CH:16]=1.[OH2:21]>>[O:1]1[C:18]2([CH2:17][CH2:16][CH:15]([OH:21])[CH2:20][CH2:19]2)[O:4][CH2:3][CH2:2]1. Procedure details: Spiro[7-oxabicyclo[4.1.0]heptane-3,2'-[1,4]dioxolane] was reacted with methyl(phenylmethyl)amine in the presence of water at 90° C. to give a 92% yield of trans-7-[methyl(phenylmethyl)amino[-1,4-dioxaspiro[4.5]decan-8-ol, bp 158°-161° C. (0.005 mm Hg). This amino alcohol was reacted with methanesulfonylchloride in the presence of triethylamine in methylene chloride solution at 0° C., and the resulting sulfonate ester was reacted with pyrrolidine in the presence of water at 90° C. to give a mixtu... The reactants are CC(C)(C)OC(=O)N1CCC(CO)CC1, ClCCl, COc1cc2c(Cl)cnnc2cc1O, CCOC(=O)N=NC(=O)OCC, c1ccc(P(c2ccccc2)c2ccccc2)cc1. The product is COc1cc2c(Cl)cnnc2cc1OCC1CCN(C(=O)OC(C)(C)C)CC1. As a reaction SMILES: [C:27]([CH3:28])([CH3:29])([CH3:30])[O:31][C:32](=[O:33])[N:34]1[CH2:35][CH2:36][CH:37]([CH2:40][OH:41])[CH2:38][CH2:39]1.[CH2:61]([Cl:62])[Cl:63].[Cl:13][c:14]1[cH:15][n:16][n:17][c:18]2[cH:19][c:20]([OH:26])[c:21]([O:24][CH3:25])[cH:22][c:23]12.[O:1]=[C:2]([O:3][CH2:4][CH3:5])[N:6]=[N:7][C:8]([O:9][CH2:10][CH3:11])=[O:12].[c:42]1([P:43]([c:44]2[cH:45][cH:46][cH:47][cH:48][cH:49]2)[c:50]2[cH:51][cH:52][cH:53][cH:54][cH:55]2)[cH:56][cH:57][cH:58][cH:59][cH:60]1>>[Cl:13][c:14]1[cH:15][n:16][n:17][c:18]2[cH:19][c:20]([O:26][CH2:40][CH:37]3[CH2:36][CH2:35][N:34]([C:32]([O:31][C:27]([CH3:28])([CH3:29])[CH3:30])=[O:33])[CH2:39][CH2:38]3)[c:21]([O:24][CH3:25])[cH:22][c:23]12.